Dataset: the Open Reaction Database (ORD), a public repository of structured organic reaction records. Task: describe an organic reaction: reactants, conditions, products, and yield Starting materials: C(CCC)[Li] (n-butyllithium), CC1=C(C(=O)NC)C=CC=C1 (o-methyl-N-methyl benzamide), CN(C)CC1C(C2=CC=CC=C2CC1)=O (2-(dimethylaminomethyl)-3,4-dihydro-1-(2H)-naphthalenone), [Cl-].[NH4+] (ammonium chloride), dilithio. Solvent: CCCCCC (hexane), O1CCCC1 (tetrahydrofuran), O1CCCC1 (tetrahydrofuran). Reaction conditions: temperature 5 celsius. Product: CN(C)CC1C(C2=CC=CC=C2CC1)(O)CC=1C(=CC=CC1)C(=O)NC (α-(2-dimethylaminomethyl-1,2,3,4-tetrahydro-1-hydroxy-1-naphthyl)-N-methyl-o-toluamide). Reaction SMILES: [CH3:1][C:2]1[CH:11]=[CH:10][CH:9]=[CH:8][C:3]=1[C:4]([NH:6][CH3:7])=[O:5].C([Li])CCC.[CH3:17][N:18]([CH2:20][CH:21]1[CH2:30][CH2:29][C:28]2[C:23](=[CH:24][CH:25]=[CH:26][CH:27]=2)[C:22]1=[O:31])[CH3:19].[Cl-].[NH4+]>CCCCCC.O1CCCC1>[CH3:19][N:18]([CH2:20][CH:21]1[CH2:30][CH2:29][C:28]2[C:23](=[CH:24][CH:25]=[CH:26][CH:27]=2)[C:22]1([CH2:1][C:2]1[C:3]([C:4]([NH:6][CH3:7])=[O:5])=[CH:8][CH:9]=[CH:10][CH:11]=1)[OH:31])[CH3:17] |f:3.4|. Procedure details: To a flask equipped with a stirrer, dropping funnel, condenser and gas inlet tube maintained under a nitrogen atmosphere there is added at room temperature 40.0 g (0.28 mole) of o-methyl-N-methyl benzamide and 250 ml. of anhydrous tetrahydrofuran. The reaction flask is immersed in an ice bath and cooled to an internal temperature of 5°C. Stirring is initiated and 380 ml. of 1.6 m. n-butyllithium (0.616 mole) in hexane is added dropwise in ca. 1 hour maintaining the temperature below 8°C. The res... Reactants: O=C([O-])[O-], CCOC(C)=O, ClCc1ccc(Cl)cc1, [K+], [K+], CC(C)(C)OC(=O)N1CCNCC1, CN(C)C=O. The product is CC(C)(C)OC(=O)N1CCN(Cc2ccc(Cl)cc2)CC1. As a reaction SMILES: [C:1](=[O:2])([O-:3])[O-:4].[CH3:34][CH2:35][O:36][C:37](=[O:38])[CH3:39].[Cl:7][c:8]1[cH:9][cH:10][c:11]([CH2:12][Cl:13])[cH:14][cH:15]1.[K+:5].[K+:6].[N:16]1([C:22](=[O:23])[O:24][C:25]([CH3:26])([CH3:27])[CH3:28])[CH2:17][CH2:18][NH:19][CH2:20][CH2:21]1.[O:29]=[CH:30][N:31]([CH3:32])[CH3:33]>>[Cl:7][c:8]1[cH:9][cH:10][c:11]([CH2:12][N:19]2[CH2:18][CH2:17][N:16]([C:22](=[O:23])[O:24][C:25]([CH3:26])([CH3:27])[CH3:28])[CH2:21][CH2:20]2)[cH:14][cH:15]1. Reactants: CCCCCC1COc2cc(Br)c(F)cc2C1, [Li]CCCC, C1CCOC1, CCCCCC, O=CN1CCCCC1, Cl, O. Product: CCCCCC1COc2cc(C=O)c(F)cc2C1. Reaction SMILES: [Br:1][c:2]1[c:3]([F:17])[cH:4][c:5]2[c:10]([cH:11]1)[O:9][CH2:8][CH:7]([CH2:12][CH2:13][CH2:14][CH2:15][CH3:16])[CH2:6]2.[CH2:18]([Li:19])[CH2:20][CH2:21][CH3:22].[CH2:32]1[O:33][CH2:34][CH2:35][CH2:36]1.[CH3:37][CH2:38][CH2:39][CH2:40][CH2:41][CH3:42].[CH:23](=[O:24])[N:25]1[CH2:26][CH2:27][CH2:28][CH2:29][CH2:30]1.[ClH:31].[OH2:43]>>[c:2]1([CH:23]=[O:24])[c:3]([F:17])[cH:4][c:5]2[c:10]([cH:11]1)[O:9][CH2:8][CH:7]([CH2:12][CH2:13][CH2:14][CH2:15][CH3:16])[CH2:6]2. Reactants: solution, ClC1=CC=C(C=C1)[Mg]I (4-chlorophenylmagnesium iodide), ice, COC(C1N(CCCC1)CCC(=O)C1=CC=C(C=C1)F)=O (N-[3-(4-Fluorophenyl)-3-oxopropyl]pipecolic acid methyl ester). The solvent is C(C)OCC (diethyl ether), C(C)OCC (diethyl ether). The product is COC(C1NCCCC1)=O (pipecolic acid methyl ester), N-[3-4-chlorophenyl)-3-(4-fluorophenyl)-3-hydroxypropyl. Isolated yield 4.5%. RXN SMILES: ClC1C=CC([Mg]I)=CC=1.[CH3:10][O:11][C:12](=[O:30])[CH:13]1[CH2:18][CH2:17][CH2:16][CH2:15][N:14]1CCC(C1C=CC(F)=CC=1)=O>C(OCC)C>[CH3:10][O:11][C:12](=[O:30])[CH:13]1[CH2:18][CH2:17][CH2:16][CH2:15][NH:14]1. Procedure: 7 ml (2 mmol) of 0.28 M solution of 4-chlorophenylmagnesium iodide in diethyl ether [prepared from 1-chloro-4-iodobenzene (Aldrich) and magnesium] was added dropwise to an ice-cooled solution of 0.605 g (2 mmol) N-[3-4-fluorophenyl)-3-oxopropyl]pipecolic acid methyl ester (from Step 1) in 12 ml anhydrous diethyl ether with stirring under nitrogen. The mixture was stirred at room temperature for 16 hours, poured onto crushed ice and extracted with dichloromethane. The combined organic extracts we... The reactants are NC1CCN(CC1)CCN1C2=C(N=CC1=O)C=CC(=N2)OC (4-[2-(4-Aminopiperidin-1-yl)ethyl]-6-methoxypyrido[2,3-b]pyrazin-3(4H)-one), NC1CCN(CC1)CCN1C2=C(N=CC1=O)C=CC(=N2)OC (4-[2-(4-Aminopiperidin-1-yl)ethyl]-6-methoxypyrido[2,3-b]pyrazin-3(4H)-one), O1CCOC=2C=NC(=CC21)C=O (2,3-dihydro[1,4]dioxino[2,3-c]pyridine-7-carbaldehyde), C(C)(=O)O[BH3-].[Na+] (sodium acetoxyborohydride), CO (methanol). Run in ClCCl (dichloromethane). Yields the product O1CCOC=2C=NC(=CC21)CNC2CCN(CC2)CCN2C1=C(N=CC2=O)C=CC(=N1)OC (4-(2-{4-[(2,3-Dihydro[1,4]dioxino[2,3-c]pyridin-7-ylmethyl)amino]piperidin-1-yl}ethyl)-6-methoxypyrido[2,3-b]pyrazin-3(4H)-one). The yield is 64.4%. RXN SMILES: [NH2:1][CH:2]1[CH2:7][CH2:6][N:5]([CH2:8][CH2:9][N:10]2[C:15](=[O:16])[CH:14]=[N:13][C:12]3[CH:17]=[CH:18][C:19]([O:21][CH3:22])=[N:20][C:11]2=3)[CH2:4][CH2:3]1.[O:23]1[C:32]2[CH:31]=[C:30]([CH:33]=O)[N:29]=[CH:28][C:27]=2[O:26][CH2:25][CH2:24]1.C(O[BH3-])(=O)C.[Na+].CO>ClCCl>[O:23]1[C:32]2[CH:31]=[C:30]([CH2:33][NH:1][CH:2]3[CH2:3][CH2:4][N:5]([CH2:8][CH2:9][N:10]4[C:15](=[O:16])[CH:14]=[N:13][C:12]5[CH:17]=[CH:18][C:19]([O:21][CH3:22])=[N:20][C:11]4=5)[CH2:6][CH2:7]3)[N:29]=[CH:28][C:27]=2[O:26][CH2:25][CH2:24]1 |f:2.3|. Reported procedure: 4-[2-(4-Aminopiperidin-1-yl)ethyl]-6-methoxypyrido[2,3-b]pyrazin-3(4H)-one (Intermediate 202, 75 mg) was reacted with 2,3-dihydro[1,4]dioxino[2,3-c]pyridine-7-carbaldehyde (WO 2004/058144) (48 mg) and sodium acetoxyborohydride (0.11) as described for Example 107. Chromatography on silica gel with 0-2% methanol in dichloromethane to give 72 mg of the product. The reactants are S(O)(O)(=O)=O (sulfuric acid), [C-]#N.[Na+] (sodium cyanide), C(C)C(CC1=CC=C(C=C1)OC)(O)CC (1,1-diethyl-2-(4-methoxyphenyl)ethanol), [OH-].[Na+] (sodium hydroxide), [C-]#N (cyanide). The solvent is C(C)(=O)O (acetic acid), C(C)(=O)O (acetic acid). Run at temperature 0 celsius, time 30 minute. The product is C(C)C(CC1=CC=C(C=C1)OC)(CC)N (1,1-diethyl-2-(4-methoxyphenyl)ethylamine). Yield: 41.9%. Reaction SMILES: [C-]#[N:2].[Na+].S(=O)(=O)(O)O.[C-]#N.[CH2:11]([C:13]([CH2:24][CH3:25])(O)[CH2:14][C:15]1[CH:20]=[CH:19][C:18]([O:21][CH3:22])=[CH:17][CH:16]=1)[CH3:12].[OH-].[Na+]>C(O)(=O)C>[CH2:11]([C:13]([NH2:2])([CH2:24][CH3:25])[CH2:14][C:15]1[CH:20]=[CH:19][C:18]([O:21][CH3:22])=[CH:17][CH:16]=1)[CH3:12] |f:0.1,5.6|. Procedure: Powdered sodium cyanide (1.18 g, 24 mmol) was placed in a flask and covered with 5.5 mL of acetic acid. A mixture of sulfuric acid (3 mL) and acetic acid (2.75 mL) was cooled to 0° C. and then added to the cyanide suspension over a period of 3 minutes. The mixture was stirred for 30 minutes at room temperature, followed by the addition of 1,1-diethyl-2-(4-methoxyphenyl)ethanol (4.6 g, 22 mmol). The mixture was stirred overnight then poured into ice and sodium hydroxide. The product was extracted... Reactants: BrC1=C(C=C(C=C1)OC)OC (1-bromo-2,4-dimethoxybenzene), C(C1=CC=CC=C1)O[C@H]1[C@@H](OC(C(F)(F)F)=O)O[C@@H]([C@H]([C@@H]1OCC1=CC=CC=C1)OCC1=CC=CC=C1)COCC1=CC=CC=C1 (2,3,4,6-tetra-O-benzyl-1-O-(trifluoroacetyl)-α-D-glucopyranose), O (Water). Reaction SMILES: [Br:1][C:2]1[CH:7]=[CH:6][C:5]([O:8][CH3:9])=[CH:4][C:3]=1[O:10][CH3:11].[CH2:12]([O:19][C@@H:20]1[C@@H:32]([O:33][CH2:34][C:35]2[CH:40]=[CH:39][CH:38]=[CH:37][CH:36]=2)[C@H:31]([O:41][CH2:42][C:43]2[CH:48]=[CH:47][CH:46]=[CH:45][CH:44]=2)[C@@H:30]([CH2:49][O:50][CH2:51][C:52]2[CH:57]=[CH:56][CH:55]=[CH:54][CH:53]=2)[O:29][C@@H:21]1OC(=O)C(F)(F)F)[C:13]1[CH:18]=[CH:17][CH:16]=[CH:15][CH:14]=1.O>C(Cl)Cl>[CH2:12]([O:19][C@@H:20]1[C@@H:32]([O:33][CH2:34][C:35]2[CH:40]=[CH:39][CH:38]=[CH:37][CH:36]=2)[C@H:31]([O:41][CH2:42][C:43]2[CH:44]=[CH:45][CH:46]=[CH:47][CH:48]=2)[C@@H:30]([CH2:49][O:50][CH2:51][C:52]2[CH:53]=[CH:54][CH:55]=[CH:56][CH:57]=2)[O:29][C@H:21]1[C:6]1[CH:7]=[C:2]([Br:1])[C:3]([O:10][CH3:11])=[CH:4][C:5]=1[O:8][CH3:9])[C:13]1[CH:14]=[CH:15][CH:16]=[CH:17][CH:18]=1. Procedure: 1-bromo-2,4-dimethoxybenzene (9.1 ml) was added to a solution of 2,3,4,6-tetra-O-benzyl-1-O-(trifluoroacetyl)-α-D-glucopyranose (20.0 g) in methylene chloride (100 ml) and the mixture was stirred for 10 minutes. Boron trifluoride-diethyl ether complex (3.9 ml) was added to the reaction mixture and the mixture was stirred at room temperature for 12 hours. Water was added to the reaction mixture and the mixture was extracted with methylene chloride. The organic layer was washed with saturated brin... The product is C(C1=CC=CC=C1)O[C@H]1[C@@H](O[C@@H]([C@H]([C@@H]1OCC1=CC=CC=C1)OCC1=CC=CC=C1)COCC1=CC=CC=C1)C1=C(C=C(C(=C1)Br)OC)OC ((1S)-1,5-anhydro-2,3,4,6-tetra-O-benzyl-1-(5-bromo-2,4-dimethoxyphenyl)-D-glucitol). Run in C(Cl)Cl (methylene chloride). Run at time 10 minute.